The task is: describe an organic reaction: reactants, conditions, products, and yield. This data is from the Open Reaction Database (ORD), a public repository of structured organic reaction records. Starting materials: O (water), NC1=NC(=C(C(=C1)C)Br)C (2-Amino-5-bromo-4,6-dimethylpyridine), C1(=CC=C(C=C1)S(=O)(=O)O)C (p-toluene sulfonic acid), 2,5-hexadienone. The solvent is C1(=CC=CC=C1)C (toluene). Yields the product CC=1N(C(=CC1)C)C1=NC(=C(C(=C1)C)Br)C (2-(2,5-Dimethyl-1H-pyrrol-1-yl)-5-bromo-4,6-dimethylpyridine). Reaction SMILES: [NH2:1][C:2]1[CH:7]=[C:6]([CH3:8])[C:5]([Br:9])=[C:4]([CH3:10])[N:3]=1.[C:11]1(C)[CH:16]=[CH:15][C:14](S(O)(=O)=O)=[CH:13][CH:12]=1.O>C1(C)C=CC=CC=1>[CH3:14][C:13]1[N:1]([C:2]2[CH:7]=[C:6]([CH3:8])[C:5]([Br:9])=[C:4]([CH3:10])[N:3]=2)[C:16]([CH3:15])=[CH:11][CH:12]=1. Procedure details: To a stirred solution containing 2.76 g (13.75 mmol) of 2-amino-5-bromo-4,6-dimethylpyridine (13) in 25 mL of toluene were added 2.02 mL (17.18 mmol) of 2,5-hexadienone followed by 130 mg (0.68 mmol) of p-toluene sulfonic acid. The reaction mixture was stirred at reflux overnight under argon atmosphere. The reaction mixture was poured into 150 mL of water and then extracted with a portion of 200 mL of ethyl acetate. The organic solution was washed with a portion of 150 mL of brine, dried (MgSO4)... The reactants are Cc1nc2sccn2c(=O)c1CCCl, Fc1ccc2c(c1)C1CNCCC1N2. Yields the product Cc1nc2sccn2c(=O)c1CCN1CCC2Nc3ccc(F)cc3C2C1. Reaction SMILES: [Cl:1][CH2:2][CH2:3][c:4]1[c:5]([CH3:14])[n:6][c:7]2[n:8]([c:9]1=[O:10])[cH:11][cH:12][s:13]2.[F:15][c:16]1[cH:17][c:18]2[c:22]([cH:23][cH:24]1)[NH:21][CH:20]1[CH:19]2[CH2:28][NH:27][CH2:26][CH2:25]1>>[CH2:2]([CH2:3][c:4]1[c:5]([CH3:14])[n:6][c:7]2[n:8]([c:9]1=[O:10])[cH:11][cH:12][s:13]2)[N:27]1[CH2:26][CH2:25][CH:20]2[CH:19]([c:18]3[cH:17][c:16]([F:15])[cH:24][cH:23][c:22]3[NH:21]2)[CH2:28]1. Starting materials: CCC(CC)(c1ccc(CCC(O[Si](C)(C)C(C)(C)C)C(C)(C)C)c(C)c1)c1ccc(B2OC(C)(C)C(C)(C)O2)c(C)c1, COC(=O)Cc1cncc(Br)c1, CN(C)C=O, ClCCl, O. Product: CCC(CC)(c1ccc(CCC(O[Si](C)(C)C(C)(C)C)C(C)(C)C)c(C)c1)c1ccc(-c2cncc(CC(=O)OC)c2)c(C)c1. As a reaction SMILES: [C:1]([CH3:2])([CH3:3])([CH3:4])[Si:5]([CH3:6])([CH3:7])[O:8][CH:9]([C:10]([CH3:11])([CH3:12])[CH3:13])[CH2:14][CH2:15][c:16]1[c:17]([CH3:43])[cH:18][c:19]([C:22]([CH2:23][CH3:24])([c:25]2[cH:26][c:27]([CH3:40])[c:28]([B:31]3[O:32][C:33]([CH3:34])([CH3:35])[C:36]([CH3:37])([CH3:38])[O:39]3)[cH:29][cH:30]2)[CH2:41][CH3:42])[cH:20][cH:21]1.[CH3:44][O:45][C:46]([CH2:47][c:48]1[cH:49][n:50][cH:51][c:52]([Br:54])[cH:53]1)=[O:55].[CH3:60][N:61]([CH3:62])[CH:63]=[O:64].[Cl:56][CH2:57][Cl:58].[OH2:59]>>[C:1]([CH3:2])([CH3:3])([CH3:4])[Si:5]([CH3:6])([CH3:7])[O:8][CH:9]([C:10]([CH3:11])([CH3:12])[CH3:13])[CH2:14][CH2:15][c:16]1[c:17]([CH3:43])[cH:18][c:19]([C:22]([CH2:23][CH3:24])([c:25]2[cH:26][c:27]([CH3:40])[c:28](-[c:52]3[cH:51][n:50][cH:49][c:48]([CH2:47][C:46]([O:45][CH3:44])=[O:55])[cH:53]3)[cH:29][cH:30]2)[CH2:41][CH3:42])[cH:20][cH:21]1. The reactants are [Br-], C1CCOC1, C[Mg+], CCOCC, [Cu]I, COc1ccc2c(c1F)C(=C(C#N)C#N)CC2. Yields the product COc1ccc2c(c1F)C(C)(C(C#N)C#N)CC2. As a reaction SMILES: [Br-:18].[CH2:26]1[O:27][CH2:28][CH2:29][CH2:30]1.[CH3:19][Mg+:20].[CH3:21][CH2:22][O:23][CH2:24][CH3:25].[Cu:31][I:32].[F:1][c:2]1[c:3]([O:16][CH3:17])[cH:4][cH:5][c:6]2[c:10]1[C:9](=[C:11]([C:12]#[N:13])[C:14]#[N:15])[CH2:8][CH2:7]2>>[F:1][c:2]1[c:3]([O:16][CH3:17])[cH:4][cH:5][c:6]2[c:10]1[C:9]([CH:11]([C:12]#[N:13])[C:14]#[N:15])([CH3:21])[CH2:8][CH2:7]2. Starting materials: C[Al]C, [NH2-], CSc1sc(C(N)=O)cc1S(=O)(=O)c1ccc(N)c(Br)c1. Product: CSc1sc(C(=N)N)cc1S(=O)(=O)c1ccc(N)c(Br)c1. RXN SMILES: [CH3:22][Al:23][CH3:24].[NH2-:25].[NH2:1][c:2]1[c:3]([Br:21])[cH:4][c:5]([S:8](=[O:9])(=[O:10])[c:11]2[cH:12][c:13]([C:18](=[O:19])[NH2:20])[s:14][c:15]2[S:16][CH3:17])[cH:6][cH:7]1>>[NH2:1][c:2]1[c:3]([Br:21])[cH:4][c:5]([S:8](=[O:9])(=[O:10])[c:11]2[cH:12][c:13]([C:18](=[NH:20])[NH2:25])[s:14][c:15]2[S:16][CH3:17])[cH:6][cH:7]1. Reactants: ice water, CC1(NC(CC(C1)N)(C)C)C (2,2,6,6-tetramethyl-4-amino-piperidine), C([O-])([O-])=O.[Na+].[Na+] (sodium carbonate), N1=C(Cl)N=C(Cl)N=C1Cl (cyanuric chloride). The solvent is CC(=O)C (acetone), CC(=O)C (acetone), O (water). Run at time 3 hour. The product is ClC1=NC(=NC(=N1)NC1CC(NC(C1)(C)C)(C)C)NC1CC(NC(C1)(C)C)(C)C (2-Chloro-4,6-bis-[(2,2,6,6-tetramethylpiperidin-4-yl)-amino]-1,3,5-triazine). As a reaction SMILES: [CH3:1][C:2]1([CH3:11])[CH2:7][CH:6]([NH2:8])[CH2:5][C:4]([CH3:10])([CH3:9])[NH:3]1.C(=O)([O-])[O-].[Na+].[Na+].[N:18]1[C:25](Cl)=[N:24][C:22](Cl)=[N:21][C:19]=1[Cl:20]>CC(C)=O.O>[Cl:20][C:19]1[N:18]=[C:25]([NH:8][CH:6]2[CH2:5][C:4]([CH3:10])([CH3:9])[NH:3][C:2]([CH3:11])([CH3:1])[CH2:7]2)[N:24]=[C:22]([NH:8][CH:6]2[CH2:7][C:2]([CH3:11])([CH3:1])[NH:3][C:4]([CH3:10])([CH3:9])[CH2:5]2)[N:21]=1 |f:1.2.3|. Procedure details: 62.4 g of 2,2,6,6-tetramethyl-4-amino-piperidine in 200 ml of acetone and, at the same time, 42.4 g of sodium carbonate dissolved in 100 ml of water are added to a finely dispersed suspension of cyanuric chloride, prepared by adding 36.9 g of the latter in 200 ml of boiling acetone to 400 ml of ice water. The temperature is kept at 0°-5° C. by means of external cooling. After the addition is complete, the reaction mixture is allowed slowly to warm to room temperature and is stirred at this tempe...